This data is from the Open Reaction Database (ORD), a public repository of structured organic reaction records. The task is: describe an organic reaction: reactants, conditions, products, and yield The reagents and catalysts are [Cl-].[Zn+2].[Cl-] (zinc chloride), C/C(=C/C(=O)C)/[O-].C/C(=C/C(=O)C)/[O-].[Ni+2] (nickel acetylacetonate), O (water). The reactants are ClC1=CC=C(C=C1)[Mg]Br (4-chlorophenylmagnesium bromide), arylmagnesium, C(C)(C)OP(OC(C)C)OC(C)C (triisopropylphosphite), C[Mg]Cl (methylmagnesium chloride), BrC1=CC=C(C#N)C=C1 (4-bromobenzonitrile). The yield is 74.6%. Procedure details: A solution of 3.02 g (22.2 mmol) zinc chloride and 5.70 g (22.2 mmol) nickel acetylacetonate (moisture content<1%) in 165 mL of tetrahydrofuran was sequentially treated at room temperature with 0.40 mL (22.2 mmol) water, 10.9 mL (44.4 mmol) triisopropylphosphite, and 27.4 mL (44.4 mmol) of 1.62 M methylmagnesium chloride in tetrahydrofuran. The resultant clear, dark reddish solution was then treated with 111.0 g (609.8 mniol) 4-bromobenzonitrile and cooled to 0° C. The reaction mixture was treat... Reaction conditions: temperature 0 celsius. Yields the product ClC1=CC=C(C=C1)C1=CC=C(C#N)C=C1 (4-(4'-chlorophenyl)benzonitrile). The solvent is O1CCCC1 (tetrahydrofuran), O1CCCC1 (tetrahydrofuran). As a reaction SMILES: C(OP(OC(C)C)OC(C)C)(C)C.C[Mg]Cl.Br[C:18]1[CH:25]=[CH:24][C:21]([C:22]#[N:23])=[CH:20][CH:19]=1.[Cl:26][C:27]1[CH:32]=[CH:31][C:30]([Mg]Br)=[CH:29][CH:28]=1>O1CCCC1.[Cl-].[Zn+2].[Cl-].C/C(/[O-])=C/C(C)=O.C/C(/[O-])=C/C(C)=O.[Ni+2].O>[Cl:26][C:27]1[CH:32]=[CH:31][C:30]([C:18]2[CH:25]=[CH:24][C:21]([C:22]#[N:23])=[CH:20][CH:19]=2)=[CH:29][CH:28]=1 |f:5.6.7,8.9.10|. The reactants are B, O=C(O)Cc1ccc(CBr)cc1, C1CCOC1, CO, CSC. Yields the product OCCc1ccc(CBr)cc1. As a reaction SMILES: [BH3:4].[Br:5][CH2:6][c:7]1[cH:8][cH:9][c:10]([CH2:13][C:14](=[O:15])[OH:16])[cH:11][cH:12]1.[CH2:19]1[O:20][CH2:21][CH2:22][CH2:23]1.[CH3:17][OH:18].[CH3:1][S:2][CH3:3]>>[Br:5][CH2:6][c:7]1[cH:8][cH:9][c:10]([CH2:13][CH2:14][OH:15])[cH:11][cH:12]1. The yield is 86.0%. RXN SMILES: [CH3:1][CH:2]([O:4][C:5](=[O:36])[NH:6][C@H:7]1[C:16]2[C:11](=[CH:12][CH:13]=[C:14]([C:17]3[N:21]=[C:20]([CH2:22][CH2:23][NH:24]C(OC(C)(C)C)=O)[O:19][N:18]=3)[CH:15]=2)[N:10]([C:32](=[O:34])[CH3:33])[C@@H:9]([CH3:35])[CH2:8]1)[CH3:3].[ClH:37].CCOCC>O1CCOCC1>[ClH:37].[C:32]([N:10]1[C:11]2[C:16](=[CH:15][C:14]([C:17]3[N:21]=[C:20]([CH2:22][CH2:23][NH2:24])[O:19][N:18]=3)=[CH:13][CH:12]=2)[C@H:7]([NH:6][C:5](=[O:36])[O:4][CH:2]([CH3:1])[CH3:3])[CH2:8][C@@H:9]1[CH3:35])(=[O:34])[CH3:33] |f:4.5|. Procedure: A solution of 1-methylethyl((2S,4R)-1-acetyl-6-{5-[2-({[(1,1-dimethylethyl)oxy]carbonyl}amino)ethyl]-1,2,4-oxadiazol-3-yl}-2-methyl-1,2,3,4-tetrahydro-4-quinolinyl)carbamate (for a preparation, see Intermediate 76) (260 mg, 0.518 mmol) in 1,4-Dioxane (1 mL) was treated with HCl (4N in 1,4-dioxane, 1.00 mL, 4 mmol) and the resulting mixture was stirred at room temperature for 16 h. Et2O (10 mL) was then added and the precipitate formed was triturated then filtered off to give 1-methylethyl {(2S,4... Run at time 16 hour. Product: Cl.C(C)(=O)N1[C@H](C[C@H](C2=CC(=CC=C12)C1=NOC(=N1)CCN)NC(OC(C)C)=O)C (1-methylethyl {(2S,4R)-1-acetyl-6-[5-(2-aminoethyl)-1,2,4-oxadiazol-3-yl]-2-methyl-1,2,3,4-tetrahydro-4-quinolinyl}carbamate hydrochloride). The reactants are CC(C)OC(N[C@@H]1C[C@@H](N(C2=CC=C(C=C12)C1=NOC(=N1)CCNC(=O)OC(C)(C)C)C(C)=O)C)=O (1-methylethyl((2S,4R)-1-acetyl-6-{5-[2-({[(1,1-dimethylethyl)oxy]carbonyl}amino)ethyl]-1,2,4-oxadiazol-3-yl}-2-methyl-1,2,3,4-tetrahydro-4-quinolinyl)carbamate), CCOCC (Et2O), Intermediate 76, Cl (HCl). Run in O1CCOCC1 (1,4-Dioxane). Starting materials: CCOC(=O)C(CCCCOc1ccccc1)C(=O)OCC, CCO, [K+], [OH-]. Yields the product CCOC(=O)C(CCCCOc1ccccc1)C(=O)O. As a reaction SMILES: [CH2:3]([CH3:4])[O:5][C:6]([CH:7]([C:8](=[O:9])[O:10][CH2:11][CH3:12])[CH2:13][CH2:14][CH2:15][CH2:16][O:17][c:18]1[cH:19][cH:20][cH:21][cH:22][cH:23]1)=[O:24].[CH3:25][CH2:26][OH:27].[K+:2].[OH-:1]>>[CH2:3]([CH3:4])[O:5][C:6]([CH:7]([C:8](=[O:9])[OH:10])[CH2:13][CH2:14][CH2:15][CH2:16][O:17][c:18]1[cH:19][cH:20][cH:21][cH:22][cH:23]1)=[O:24]. Starting materials: Cc1onc(-c2ccccc2)c1-c1cn2ccc(N)cc2n1, CCN(C(C)C)C(C)C, CN(C)C=O, O=C(O)C1CC1. The product is Cc1onc(-c2ccccc2)c1-c1cn2ccc(NC(=O)C3CC3)cc2n1. As a reaction SMILES: [CH3:1][c:2]1[c:3](-[c:13]2[n:14][c:15]3[n:16]([cH:17][cH:18][c:19]([NH2:21])[cH:20]3)[cH:22]2)[c:4](-[c:7]2[cH:8][cH:9][cH:10][cH:11][cH:12]2)[n:5][o:6]1.[CH:29]([N:30]([CH2:31][CH3:32])[CH:33]([CH3:34])[CH3:35])([CH3:36])[CH3:37].[O:38]=[CH:39][N:40]([CH3:41])[CH3:42].[OH:23][C:24](=[O:25])[CH:26]1[CH2:27][CH2:28]1>>[CH3:1][c:2]1[c:3](-[c:13]2[n:14][c:15]3[n:16]([cH:17][cH:18][c:19]([NH:21][C:24](=[O:23])[CH:26]4[CH2:27][CH2:28]4)[cH:20]3)[cH:22]2)[c:4](-[c:7]2[cH:8][cH:9][cH:10][cH:11][cH:12]2)[n:5][o:6]1. Starting materials: C(CCC)(=O)C=1C=NC2=C(C=CC=C2C1NC1=C(C=CC=C1)C)OCCO (3-Butyryl-4-(2-methylphenylamino)-8-(2-hydroxyethoxy)quinoline), Cl (hydrochloric acid). The solvent is CO (methanol). Yields the product Cl.C(CCC)(=O)C=1C=NC2=C(C=CC=C2C1NC1=C(C=CC=C1)C)OCCO (3-butyryl-4-(2-methylphenylamino)-8-(2-hydroxyethoxy)quinoline hydrochloride). Reaction SMILES: [C:1]([C:6]1[CH:7]=[N:8][C:9]2[C:14]([C:15]=1[NH:16][C:17]1[CH:22]=[CH:21][CH:20]=[CH:19][C:18]=1[CH3:23])=[CH:13][CH:12]=[CH:11][C:10]=2[O:24][CH2:25][CH2:26][OH:27])(=[O:5])[CH2:2][CH2:3][CH3:4].[ClH:28]>CO>[ClH:28].[C:1]([C:6]1[CH:7]=[N:8][C:9]2[C:14]([C:15]=1[NH:16][C:17]1[CH:22]=[CH:21][CH:20]=[CH:19][C:18]=1[CH3:23])=[CH:13][CH:12]=[CH:11][C:10]=2[O:24][CH2:25][CH2:26][OH:27])(=[O:5])[CH2:2][CH2:3][CH3:4] |f:3.4|. Procedure: 3-Butyryl-4-(2-methylphenylamino)-8-(2-hydroxyethoxy)quinoline (10 g) was suspended in methanol (100 ml) at room temperature, cone. hydrochloric acid added slowly to give a clear solution, then the solvent evaporated. The residue was twice taken up in 2-propanol and re-evaporated, and was then recrystallised from 2-propanol/ether to obtain the desired salt (9.7 g), m.p. 214°-215° C. The reactants are CC(=O)Nc1ccc(NC(=O)OCC(Cl)(Cl)Cl)cn1, CS(C)=O, CCN(C(C)C)C(C)C, Fc1cccc(-c2csc(N3CCNCC3)n2)c1F, O. The product is CC(=O)Nc1ccc(NC(=O)N2CCN(c3nc(-c4cccc(F)c4F)cs3)CC2)cn1. RXN SMILES: [C:1]([CH3:2])(=[O:3])[NH:4][c:5]1[cH:6][cH:7][c:8]([NH:11][C:12]([O:13][CH2:14][C:15]([Cl:16])([Cl:17])[Cl:18])=[O:19])[cH:9][n:10]1.[CH3:49][S:50](=[O:51])[CH3:52].[CH:39]([N:40]([CH:41]([CH3:42])[CH3:43])[CH2:44][CH3:45])([CH3:46])[CH3:47].[F:20][c:21]1[c:22](-[c:28]2[n:29][c:30]([N:33]3[CH2:34][CH2:35][NH:36][CH2:37][CH2:38]3)[s:31][cH:32]2)[cH:23][cH:24][cH:25][c:26]1[F:27].[OH2:48]>>[C:1]([CH3:2])(=[O:3])[NH:4][c:5]1[cH:6][cH:7][c:8]([NH:11][C:12](=[O:19])[N:36]2[CH2:35][CH2:34][N:33]([c:30]3[n:29][c:28](-[c:22]4[c:21]([F:20])[c:26]([F:27])[cH:25][cH:24][cH:23]4)[cH:32][s:31]3)[CH2:38][CH2:37]2)[cH:9][n:10]1. The reactants are C(CCC)NCC1=CC=C(C=C1)C1=C(C=CC=C1)C#N (N-butyl-N-(2'-cyanobiphenyl-4-ylmethyl)-amine), C(C)C1(C(=O)OC(CC1)=O)CC (2,2-diethylglutaric acid anhydride). Solvent: O1CCOCC1 (dioxane). Product: C(CCC)N(C(CCC(CC)(CC)C(=O)O)=O)CC1=CC=C(C=C1)C1=C(C=CC=C1)C#N (4-carboxy-4-ethyl-hexanoic acid N-butyl-N-(2'-cyanobiphenyl-4-ylmethyl)-amide). Reaction SMILES: [CH2:1]([NH:5][CH2:6][C:7]1[CH:12]=[CH:11][C:10]([C:13]2[CH:18]=[CH:17][CH:16]=[CH:15][C:14]=2[C:19]#[N:20])=[CH:9][CH:8]=1)[CH2:2][CH2:3][CH3:4].[CH2:21]([C:23]1([CH2:31][CH3:32])[CH2:29][CH2:28][C:27](=[O:30])[O:26][C:24]1=[O:25])[CH3:22]>O1CCOCC1>[CH2:1]([N:5]([CH2:6][C:7]1[CH:12]=[CH:11][C:10]([C:13]2[CH:18]=[CH:17][CH:16]=[CH:15][C:14]=2[C:19]#[N:20])=[CH:9][CH:8]=1)[C:27](=[O:30])[CH2:28][CH2:29][C:23]([C:24]([OH:26])=[O:25])([CH2:31][CH3:32])[CH2:21][CH3:22])[CH2:2][CH2:3][CH3:4]. Procedure: The starting material can be prepared, for example, as follows: A solution of 3.2 g of N-butyl-N-(2'-cyanobiphenyl-4-ylmethyl)-amine and 3.09 g of 2,2-diethylglutaric acid anhydride in 50 ml of dioxane is heated at 115° (bath temperature) for 6 hours. After concentration of the reaction mixture by evaporation, the residue is taken up in 100 ml of ethyl acetate, and the ethyl acetate phase is washed twice with 50 ml of water each time, dried over Na2SO4 and concentrated by evaporation in vacuo. C... Reactants: unsubstituted piperidine sulfonamide, CN(C=O)C (dimethylformamide), COCCN1CCC(CC1)(C(=O)OC)S(=O)(=O)N1CCC(CC1)OC1=CC=C(C=C1)OC(F)(F)F (methyl 1-(2-methoxyethyl)-4-[[4-[4-(trifluoromethoxy)phenoxy]-1-piperidinyl]sulfonyl]-4-piperidinecarboxylate), C([O-])([O-])=O.[K+].[K+] (potassium carbonate), COCCBr (2-bromoethyl methyl ether). Conditions: temperature 35 celsius. Product: ethyl acetate hexanes, COCCNS(=O)(=O)N1CCCCC1 (N-methoxyethyl piperidine sulfonamide). Isolated yield 50.0%. As a reaction SMILES: COCCN1CCC([S:15]([N:18]2[CH2:23][CH2:22][CH:21](OC3C=CC(OC(F)(F)F)=CC=3)[CH2:20][CH2:19]2)(=[O:17])=[O:16])(C(OC)=O)CC1.C(=O)([O-])[O-].[K+].[K+].[CH3:42][O:43][CH2:44][CH2:45]Br.C[N:48](C)C=O>>[CH3:42][O:43][CH2:44][CH2:45][NH:48][S:15]([N:18]1[CH2:19][CH2:20][CH2:21][CH2:22][CH2:23]1)(=[O:16])=[O:17] |f:1.2.3|. Procedure: Part I: Preparation of methyl 1-(2-methoxyethyl)-4-[[4-[4-(trifluoromethoxy)phenoxy]-1-piperidinyl]sulfonyl]-4-piperidinecarboxylate. The unsubstituted piperidine sulfonamide from part H (3.0 g, 6.45 mmol) was dissolved in dry dimethylformamide (15 mL) and potassium carbonate (1.3 g, 9.7 mmol) and 2-bromoethyl methyl ether (908 uL, 9.7 mmol) were added. The reaction was stirred at 35° C. for sixteen hr and then concentrated in vacuo. The residue was taken up in ethyl acetate and filtered through... The reactants are P(=O)([O-])([O-])[O-] (phosphate), FC1=C(C=CC(=C1F)C(F)(F)F)C=1N=C(SC1)NC(CC1=NSC=2N(C(N(C(C21)=O)C)=O)C)=O (N-{4-[2,3-difluoro-4-(trifluoromethyl)phenyl]-1,3-thiazol-2-yl}-2-(5,7-dimethyl-4,6-dioxo-4,5,6,7-tetrahydro[1,2]thiazolo[5,4-d]pyrimidin-3-yl)acetamide), CC(C)([O-])C.[Na+] (sodium-tert-butoxide), [Na] (Sodium), FC1=C(C=CC(=C1F)C(F)(F)F)C=1N=C(SC1)NC(CC1=NSC=2N(C(N(C(C21)=O)C)=O)C)=O (N-{4-[2,3-Difluoro-4-(trifluoromethyl)phenyl]-1,3-thiazol-2-yl}-2-(5,7-dimethyl-4,6-dioxo-4,5,6,7-tetrahydro[1,2]thiazolo[5,4-d]pyrimidin-3-yl)acetamide). The solvent is C1CCOC1 (THF), CCCCCC (hexane). Yields the product P(=O)(OCN1C(SC=C1C1=C(C(=C(C=C1)C(F)(F)F)F)F)=NC(CC1=NSC=2N(C(N(C(C21)=O)C)=O)C)=O)(O)O ([4-[2,3-Difluoro-4-(trifluoromethyl)phenyl]-2-{[(5,7-dimethyl-4,6-dioxo-4,5,6,7-tetrahydro[1,2]thiazolo[5,4-d]pyrimidin-3-yl)acetyl]imino}-1,3-thiazol-3 (2H)-yl]methyl dihydrogen phosphate), product. Reaction SMILES: [Na].[F:2][C:3]1[C:8]([F:9])=[C:7]([C:10]([F:13])([F:12])[F:11])[CH:6]=[CH:5][C:4]=1[C:14]1[N:15]=[C:16]([NH:19][C:20](=[O:35])[CH2:21][C:22]2[C:30]3[C:29](=[O:31])[N:28]([CH3:32])[C:27](=[O:33])[N:26]([CH3:34])[C:25]=3[S:24][N:23]=2)[S:17][CH:18]=1.[P:36]([O-:40])([O-:39])([O-:38])=[O:37].[CH3:41]C(C)([O-])C.[Na+]>C1COCC1.CCCCCC>[P:36]([OH:40])([OH:39])([O:38][CH2:41][N:15]1[C:14]([C:4]2[CH:5]=[CH:6][C:7]([C:10]([F:12])([F:11])[F:13])=[C:8]([F:9])[C:3]=2[F:2])=[CH:18][S:17][C:16]1=[N:19][C:20](=[O:35])[CH2:21][C:22]1[C:30]2[C:29](=[O:31])[N:28]([CH3:32])[C:27](=[O:33])[N:26]([CH3:34])[C:25]=2[S:24][N:23]=1)=[O:37] |f:3.4,^1:0|. Procedure: Sodium salt of N-{4-[2,3-Difluoro-4-(trifluoromethyl)phenyl]-1,3-thiazol-2-yl}-2-(5,7-dimethyl-4,6-dioxo-4,5,6,7-tetrahydro[1,2]thiazolo[5,4-d]pyrimidin-3-yl)acetamide: The title compound was prepared according to the general procedure as described in step 1 of method B for the preparation of phosphate derivatives by the reaction of N-{4-[2,3-difluoro-4-(trifluoromethyl)phenyl]-1,3-thiazol-2-yl}-2-(5,7-dimethyl-4,6-dioxo-4,5,6,7-tetrahydro[1,2]thiazolo[5,4-d]pyrimidin-3-yl)acetamide (1.95 g, 3.7...